This data is from the Open Reaction Database (ORD), a public repository of structured organic reaction records. The task is: describe an organic reaction: reactants, conditions, products, and yield Starting materials: C(C)C1=C(N)C=CC=C1 (2-ethylaniline), CCOC=C(C(=O)OCC)C(=O)OCC (diethyl ethoxymethylene malonate), CCOCC (ether). Solvent: CCCCCC (hexane). Reaction conditions: temperature 80 celsius. The product is C(C)C1=C(C=CC=C1)NC=C(C(=O)OCC)C(=O)OCC (Diethyl (2-ethylphenyl)aminomethylenemalonate). Isolated yield 94.9%. RXN SMILES: [CH2:1]([C:3]1[CH:9]=[CH:8][CH:7]=[CH:6][C:4]=1[NH2:5])[CH3:2].CCO[CH:13]=[C:14]([C:20]([O:22][CH2:23][CH3:24])=[O:21])[C:15]([O:17][CH2:18][CH3:19])=[O:16].CCOCC>CCCCCC>[CH2:1]([C:3]1[CH:9]=[CH:8][CH:7]=[CH:6][C:4]=1[NH:5][CH:13]=[C:14]([C:15]([O:17][CH2:18][CH3:19])=[O:16])[C:20]([O:22][CH2:23][CH3:24])=[O:21])[CH3:2]. Procedure: A mixture of 2-ethylaniline (11.7 g) and diethyl ethoxymethylene malonate (25.0 g) were warmed together at 80° C. for one hour. After cooling, the mixture was poured with stirring into a mixture of 150 ml of ether and 75 ml of hexane. After cooling the solution in an ice bath colorless needles precipitated and were collected by filtration. There was obtained 26.7 g (95%) of the title product; tlc, Rf =0.73, silica gel, ethyl acetate:hexane (1:1). Starting materials: C(C1=CC=CC=C1)N1C(C2=C(CC1)OC(=C2)CN(C)C)=O (5-Benzyl-2-dimethylaminomethyl-6,7-dihydro-5H-furo[3,2-c]pyridin-4-one), Cl (hydrogen chloride). The solvent is CO (methanol), CO (methanol). Product: Cl.C(C1=CC=CC=C1)N1C(C2=C(CC1)OC(=C2)CN(C)C)=O (5-benzyl-2-dimethylaminomethyl-6,7-dihydro-5H-furo[3,2-c]pyridin-4-one hydrochloride). Reaction SMILES: [CH2:1]([N:8]1[CH2:13][CH2:12][C:11]2[O:14][C:15]([CH2:17][N:18]([CH3:20])[CH3:19])=[CH:16][C:10]=2[C:9]1=[O:21])[C:2]1[CH:7]=[CH:6][CH:5]=[CH:4][CH:3]=1.[ClH:22]>CO>[ClH:22].[CH2:1]([N:8]1[CH2:13][CH2:12][C:11]2[O:14][C:15]([CH2:17][N:18]([CH3:19])[CH3:20])=[CH:16][C:10]=2[C:9]1=[O:21])[C:2]1[CH:3]=[CH:4][CH:5]=[CH:6][CH:7]=1 |f:3.4|. Reported procedure: 5-Benzyl-2-dimethylaminomethyl-6,7-dihydro-5H-furo[3,2-c]pyridin-4-one 0.110 g was dissolved in 2 ml of methanol; hydrogen chloride in methanol was added in excess, followed by stirring. This mixture was concentrated; the resulting solid was washed with diethyl ether to yield the desired product.